From a dataset of the Open Reaction Database (ORD), a public repository of structured organic reaction records. describe an organic reaction: reactants, conditions, products, and yield The reactants are C1=CC(=CC=C1CCl)C(=O)O (α-chloro-p-toluylic acid), CN1CCNCC1 (N-methylpiperazine). Solvent: C(C)O (ethanol), C(C)O (ethanol). Conditions: time 2 minute. Yields the product CN1CCN(CC1)CC1=CC=C(C(=O)O)C=C1.Cl.Cl (dihydrochloride 4-(4-methyl-piperazin-1-ylmethyl)-benzoic acid). Isolated yield 61.2%. Reaction SMILES: [CH:1]1[C:6]([CH2:7][Cl:8])=[CH:5][CH:4]=[C:3]([C:9]([OH:11])=[O:10])[CH:2]=1.[CH3:12][N:13]1[CH2:18][CH2:17][NH:16][CH2:15][CH2:14]1>C(O)C>[CH3:12][N:13]1[CH2:18][CH2:17][N:16]([CH2:7][C:6]2[CH:5]=[CH:4][C:3]([C:9]([OH:11])=[O:10])=[CH:2][CH:1]=2)[CH2:15][CH2:14]1.[ClH:8].[ClH:8] |f:3.4.5|. Procedure details: To a well-stirred suspension consisting of 17.1 g. (0.10 mole) of α-chloro-p-toluylic acid in 150 ml of absolute ethanol under a nitrogen atmosphere at room temperature (˜20° C.), a solution consisting of 44.1 g. (0.44 mole) of N-methylpiperazine dissolved in 50 ml. of ethanol was added dropwise. The resulting reaction mixture was refluxed for a period of 16 hours and then cooled to room temperature. The cooled reaction mixture was concentrated in vacuo and the thus obtained residue partitioned ... Starting materials: C(C)(C)(C)OC(=O)NC=1SC(=CN1)C(=O)OCC (ethyl 2-[(tert-butoxycarbonyl)amino]-1,3-thiazole-5-carboxylate), [OH-].[Na+] (NaOH), [H-].[Na+] (sodium hydride), IC (iodomethane). The solvent is C1CCOC1 (THF), O (Water). The product is C(C)(C)(C)OC(=O)N(C=1SC(=CN1)C(=O)OCC)C (ethyl 2-[(tert-butoxycarbonyl)(methyl)amino]-1,3-thiazole-5-carboxylate). Isolated yield 45.0%. Reaction SMILES: [H-].[Na+].[C:3]([O:7][C:8]([NH:10][C:11]1[S:12][C:13]([C:16]([O:18][CH2:19][CH3:20])=[O:17])=[CH:14][N:15]=1)=[O:9])([CH3:6])([CH3:5])[CH3:4].I[CH3:22].[OH-].[Na+]>C1COCC1.O>[C:3]([O:7][C:8]([N:10]([CH3:22])[C:11]1[S:12][C:13]([C:16]([O:18][CH2:19][CH3:20])=[O:17])=[CH:14][N:15]=1)=[O:9])([CH3:6])([CH3:5])[CH3:4] |f:0.1,4.5|. Procedure details: A flask is charged with a suspension of sodium hydride (60% in mineral oil) (0.109 g, 2.72 mmol) in THF (5 mL). The ethyl 2-[(tert-butoxycarbonyl)amino]-1,3-thiazole-5-carboxylate (0.735 g, 2.70 mmol) is added, followed by iodomethane (175 μL, 2.70 mmol) and the resulting suspension is heated to reflux for 3 hr, then cooled to rt. Water is added, followed by 1.0 N NaOH. The basic phase is extracted with 3 portions of EtOAc. The combined organic phases are washed with brine, dried over Na2SO4, fi... Starting materials: C1CCOC1, [H][H], C1=C(c2ccccc2)CCCC1. Product: c1ccc(C2CCCCC2)cc1. As a reaction SMILES: [CH2:15]1[O:16][CH2:17][CH2:18][CH2:19]1.[H:1][H:2].[c:3]1([C:9]2=[CH:10][CH2:11][CH2:12][CH2:13][CH2:14]2)[cH:4][cH:5][cH:6][cH:7][cH:8]1>>[c:3]1([CH:9]2[CH2:10][CH2:11][CH2:12][CH2:13][CH2:14]2)[cH:4][cH:5][cH:6][cH:7][cH:8]1. Yields the product CONc1nc(C(c2ccccc2)(c2ccccc2)c2ccccc2)nc2c1nc(CCCN=[N+]=[N-])n2COCP(=O)(OC(C)C)OC(C)C. Reactants: CS(=O)(=O)Cl, CCOC(C)=O, CONc1nc(C(c2ccccc2)(c2ccccc2)c2ccccc2)nc2c1nc(CCCO)n2COCP(=O)(OC(C)C)OC(C)C, [N-]=[N+]=[N-], [Na+], c1ccncc1. As a reaction SMILES: [CH3:49][S:50](=[O:51])(=[O:52])[Cl:53].[CH3:64][CH2:65][O:66][C:67](=[O:68])[CH3:69].[CH:1]([CH3:2])([CH3:3])[O:4][P:5](=[O:6])([O:7][CH:8]([CH3:9])[CH3:10])[CH2:11][O:12][CH2:13][n:14]1[c:15]2[n:16][c:17]([C:30]([c:31]3[cH:32][cH:33][cH:34][cH:35][cH:36]3)([c:37]3[cH:38][cH:39][cH:40][cH:41][cH:42]3)[c:43]3[cH:44][cH:45][cH:46][cH:47][cH:48]3)[n:18][c:19]([NH:27][O:28][CH3:29])[c:20]2[n:21][c:22]1[CH2:23][CH2:24][CH2:25][OH:26].[N-:55]=[N+:56]=[N-:57].[Na+:54].[cH:58]1[cH:59][cH:60][n:61][cH:62][cH:63]1>>[CH:1]([CH3:2])([CH3:3])[O:4][P:5](=[O:6])([O:7][CH:8]([CH3:9])[CH3:10])[CH2:11][O:12][CH2:13][n:14]1[c:15]2[n:16][c:17]([C:30]([c:31]3[cH:32][cH:33][cH:34][cH:35][cH:36]3)([c:37]3[cH:38][cH:39][cH:40][cH:41][cH:42]3)[c:43]3[cH:44][cH:45][cH:46][cH:47][cH:48]3)[n:18][c:19]([NH:27][O:28][CH3:29])[c:20]2[n:21][c:22]1[CH2:23][CH2:24][CH2:25][N:55]=[N+:56]=[N-:57].